From a dataset of the Open Reaction Database (ORD), a public repository of structured organic reaction records. describe an organic reaction: reactants, conditions, products, and yield Reactants: [N+](=O)(O)[O-] (nitric acid), S(O)(O)(=O)=O (sulphuric acid), ClC1=C(C(=O)O)C=C(C(=C1)Cl)F (2,4-dichloro-5-fluorobenzoic acid). The solvent is ice water. The product is ClC1=C(C(=O)O)C=C(C(=C1[N+](=O)[O-])Cl)F (2,4-dichloro-5-fluoro-3-nitrobenzoic acid). Reaction SMILES: [N+:1]([O-:4])(O)=[O:2].S(=O)(=O)(O)O.[Cl:10][C:11]1[CH:19]=[C:18]([Cl:20])[C:17]([F:21])=[CH:16][C:12]=1[C:13]([OH:15])=[O:14]>>[Cl:10][C:11]1[C:19]([N+:1]([O-:4])=[O:2])=[C:18]([Cl:20])[C:17]([F:21])=[CH:16][C:12]=1[C:13]([OH:15])=[O:14]. Reported procedure: 40 ml of concentrated nitric acid are added dropwise to 34 ml of concentrated sulphuric acid, while cooling in ice and stirring. 20.9 g of 2,4-dichloro-5-fluorobenzoic acid are introduced in portions into this nitration mixture, during which the temperature rises to 45°-50° C. The mixture is then heated at 90°-100° C. for 3 hours, cooled to room temperature, and poured onto 350 ml of ice-water, and the precipitate is filtered off with suction and washed with water. The moist crude product was di... Reactants: Cl.Cl.Cl.NCC1=CC=CC(=N1)C=1N=C(SC1)N=C(N)N (4-(6-aminomethylpyridin-2-yl)-2-(diaminomethyleneamino)thiazole trihydrochloride), Cl.CN(CC(=O)O)C (N,N-dimethylglycine hydrochloride), O.ON1N=NC2=C1C=CC=C2 (1-hydroxybenzotriazole hydrate), Cl.CN(CCCN=C=NCC)C (1-(3-dimethylaminopropyl)-3-ethylcarbodiimide hydrochloride). Run in CN(C=O)C (N,N-dimethylformamide), C(C)N(CC)CC (triethylamine), CN(C=O)C (N,N-dimethylformamide). Conditions: time 1 hour. Yields the product NC(N)=NC=1SC=C(N1)C1=NC(=CC=C1)CNC(CN(C)C)=O (2-(diaminomethyleneamino)-4-(6-dimethylaminoacetylaminomethylpyridin-2-yl)thiazole). Yield: 70.1%. Reaction SMILES: Cl.[CH3:2][N:3]([CH3:8])[CH2:4][C:5](O)=[O:6].O.ON1C2C=CC=CC=2N=N1.Cl.CN(C)CCCN=C=NCC.Cl.Cl.Cl.[NH2:35][CH2:36][C:37]1[N:42]=[C:41]([C:43]2[N:44]=[C:45]([N:48]=[C:49]([NH2:51])[NH2:50])[S:46][CH:47]=2)[CH:40]=[CH:39][CH:38]=1>CN(C)C=O.C(N(CC)CC)C>[NH2:50][C:49](=[N:48][C:45]1[S:46][CH:47]=[C:43]([C:41]2[CH:40]=[CH:39][CH:38]=[C:37]([CH2:36][NH:35][C:5](=[O:6])[CH2:4][N:3]([CH3:8])[CH3:2])[N:42]=2)[N:44]=1)[NH2:51] |f:0.1,2.3,4.5,6.7.8.9|. Procedure: A mixture of N,N-dimethylglycine hydrochloride (1.5 g), 1-hydroxybenzotriazole hydrate (1.5 g) and 1-(3-dimethylaminopropyl)-3-ethylcarbodiimide hydrochloride (2.1 g) in N,N-dimethylformamide (15 ml) was stirred for 1 hour at ambient temperature. The above mixture was added to a mixture of 4-(6-aminomethylpyridin-2-yl)-2-(diaminomethyleneamino)thiazole trihydrochloride (3.0 g) and triethylamine (3.5 ml) in N,N-dimethylformamide (45 ml) and the mixture was stirred for 2 hours at ambient temperatu... The reactants are COCOC=1C(=C2CCC(OC2=C(C1C)C)(CCCCCCCC)COC1=CC=C(C=C1)[N+](=O)[O-])C (6-methoxymethoxy-5,7,8-trimethyl-2-(4-nitrophenoxymethyl)-2-octylchroman), C(C)(=O)O (acetic acid), C1=CC=CC=C1 (benzene), S(O)(O)(=O)=O (sulfuric acid). Solvent: O (water). The product is OC=1C(=C2CCC(OC2=C(C1C)C)(CCCCCCCC)COC1=CC=C(C=C1)[N+](=O)[O-])C (6-Hydroxy-5,7,8-trimethyl-2-(4-nitrophenoxymethyl)-2-octylchroman). Reaction SMILES: COC[O:4][C:5]1[C:6]([CH3:36])=[C:7]2[C:12](=[C:13]([CH3:16])[C:14]=1[CH3:15])[O:11][C:10]([CH2:25][O:26][C:27]1[CH:32]=[CH:31][C:30]([N+:33]([O-:35])=[O:34])=[CH:29][CH:28]=1)([CH2:17][CH2:18][CH2:19][CH2:20][CH2:21][CH2:22][CH2:23][CH3:24])[CH2:9][CH2:8]2.C(O)(=O)C.C1C=CC=CC=1.S(=O)(=O)(O)O>O>[OH:4][C:5]1[C:6]([CH3:36])=[C:7]2[C:12](=[C:13]([CH3:16])[C:14]=1[CH3:15])[O:11][C:10]([CH2:25][O:26][C:27]1[CH:32]=[CH:31][C:30]([N+:33]([O-:35])=[O:34])=[CH:29][CH:28]=1)([CH2:17][CH2:18][CH2:19][CH2:20][CH2:21][CH2:22][CH2:23][CH3:24])[CH2:9][CH2:8]2. Reported procedure: A mixture of 3.7 g of 6-methoxymethoxy-5,7,8-trimethyl-2-(4-nitrophenoxymethyl)-2-octylchroman (prepared as described in Preparation 14), 10 ml of acetic acid, 30 ml of benzene and 0.75 ml of 10% w/v aqueous sulfuric acid was heated under reflux for 30 minutes. The reaction mixture was then poured into water and extracted with benzene. The extract was washed with water and dried over anhydrous sodium sulfate. The solvent was removed by distillation under reduced pressure, to give the title compo... Solvent: C1CCOC1 (THF), CCOC(=O)C (EtOAc), C1CCOC1 (THF). The reactants are solution, COC1=C(C=CC(=C1)OC)[Mg]Br (2,4-dimethoxyphenylmagnesium bromide), COC(=O)C=1OC=CC1 (Methyl-2-furoate), C([O-])(O)=O.[Na+] (sodium bicarbonate), Cl (HCl). RXN SMILES: CO[C:3]([C:5]1[O:6][CH:7]=[CH:8][CH:9]=1)=[O:4].[CH3:10][O:11][C:12]1[CH:17]=[C:16]([O:18][CH3:19])[CH:15]=[CH:14][C:13]=1[Mg]Br.[C:22](=[O:25])(O)[O-].[Na+].Cl>C1COCC1.CCOC(C)=O>[O:6]1[CH:7]=[CH:8][CH:9]=[C:5]1[C:3]([C:15]1[CH:16]=[CH:17][C:12]([O:11][CH3:10])=[CH:13][C:14]=1[O:25][CH3:22])([C:15]1[CH:14]=[CH:13][C:12]([O:11][CH3:10])=[CH:17][C:16]=1[O:18][CH3:19])[OH:4] |f:2.3|. Reported procedure: Methyl-2-furoate (1.58 g, 0.0125 mol) was dissolved in 100 mL of dry THF. A dropping funnel containing 50 mL of a 0.5 M solution of 2,4-dimethoxyphenylmagnesium bromide in THF (Aldrich) was attached to the reaction flask and the system was purged with argon. The reaction flask was submerged in an ice bath for 5 minutes, at which time the Grignard solution was added drop-wise over 15 minutes. After addition was complete, the reaction was allowed to warm to room temperature and was stirred overnig... The product is O1C(=CC=C1)C(O)(C1=C(C=C(C=C1)OC)OC)C1=C(C=C(C=C1)OC)OC (2-Furanyl-di-(2,4-dimethoxyphenyl)methanol). Conditions: time 5 minute. Reactants: C(C)OC(C(C(=O)OCC)(C1=CC=CC=C1)CO)=O (2-hydroxymethyl-2-phenylmalonic acid diethyl ester), CN(C(=O)C=1C=C(OCC(=O)O)C=CC1NC(=O)C=1C(=CC=CC1)C1=CC=C(C=C1)C(F)(F)F)C ({3-dimethylcarbamoyl-4-[(4′-trifluoromethylbiphenyl-2-carbonyl)amino]phenoxy}acetic acid), CCN=C=NCCCN(C)C (WSC). Reagents/catalysts: CN(C1=CC=NC=C1)C (4-Dimethylaminopyridine). Solvent: CC(=O)C (acetone). Run at time 3 hour. The product is C(C)OC(C(C(=O)OCC)(C1=CC=CC=C1)COC(COC1=CC(=C(C=C1)NC(=O)C=1C(=CC=CC1)C1=CC=C(C=C1)C(F)(F)F)C(N(C)C)=O)=O)=O (2-(2-{3-dimethylcarbamoyl-4-[(4′-trifluoromethylbiphenyl-2-carbonyl)amino]phenoxy}acetoxymethyl)-2-phenylmalonic acid diethyl ester). Yield: 50.0%. Reaction SMILES: [CH2:1]([O:3][C:4](=[O:19])[C:5]([CH2:17][OH:18])([C:11]1[CH:16]=[CH:15][CH:14]=[CH:13][CH:12]=1)[C:6]([O:8][CH2:9][CH3:10])=[O:7])[CH3:2].[CH3:20][N:21]([CH3:54])[C:22]([C:24]1[CH:25]=[C:26]([CH:32]=[CH:33][C:34]=1[NH:35][C:36]([C:38]1[C:39]([C:44]2[CH:49]=[CH:48][C:47]([C:50]([F:53])([F:52])[F:51])=[CH:46][CH:45]=2)=[CH:40][CH:41]=[CH:42][CH:43]=1)=[O:37])[O:27][CH2:28][C:29](O)=[O:30])=[O:23].CCN=C=NCCCN(C)C>CN(C)C1C=CN=CC=1.CC(C)=O>[CH2:9]([O:8][C:6](=[O:7])[C:5]([CH2:17][O:18][C:29](=[O:30])[CH2:28][O:27][C:26]1[CH:32]=[CH:33][C:34]([NH:35][C:36]([C:38]2[C:39]([C:44]3[CH:49]=[CH:48][C:47]([C:50]([F:53])([F:51])[F:52])=[CH:46][CH:45]=3)=[CH:40][CH:41]=[CH:42][CH:43]=2)=[O:37])=[C:24]([C:22](=[O:23])[N:21]([CH3:20])[CH3:54])[CH:25]=1)([C:11]1[CH:12]=[CH:13][CH:14]=[CH:15][CH:16]=1)[C:4]([O:3][CH2:1][CH3:2])=[O:19])[CH3:10]. Procedure details: 4-Dimethylaminopyridine (53 mg), 2-hydroxymethyl-2-phenylmalonic acid diethyl ester (116 mg) and {3-dimethylcarbamoyl-4-[(4′-trifluoromethylbiphenyl-2-carbonyl)amino]phenoxy}acetic acid (176 mg) were dissolved in acetone (5 mL), and to the solution was added WSC (104 mg). The mixture was stirred at room temperature for 3 hours and then concentrated. The residue was purified by column chromatography on silica gel (ethyl acetate:hexane=1:1) to give 2-(2-{3-dimethylcarbamoyl-4-[(4′-trifluoromethylb... The reactants are Cc1ccccc1, COC(=O)c1ccccc1N, O=C(Cl)Cl. Product: COC(=O)c1ccccc1N=C=O. As a reaction SMILES: [CH3:16][c:17]1[cH:18][cH:19][cH:20][cH:21][cH:22]1.[CH3:5][O:6][C:7]([c:8]1[c:9]([NH2:10])[cH:11][cH:12][cH:13][cH:14]1)=[O:15].[Cl:1][C:2]([Cl:3])=[O:4]>>[C:2](=[O:4])=[N:10][c:9]1[c:8]([C:7]([O:6][CH3:5])=[O:15])[cH:14][cH:13][cH:12][cH:11]1. Reactants: CC(=O)O, N#CCc1c([N+](=O)[O-])ccc2sc(-c3ccccc3)nc12, O, O, O=S(=O)(O)O, [Zn]. Product: O=C1Cc2c(ccc3sc(-c4ccccc4)nc23)N1. RXN SMILES: [CH3:29][C:30](=[O:31])[OH:32].[N+:1]([O-:2])(=[O:3])[c:4]1[cH:5][cH:6][c:7]2[c:8]([n:9][c:10](-[c:12]3[cH:13][cH:14][cH:15][cH:16][cH:17]3)[s:11]2)[c:18]1[CH2:19][C:20]#[N:21].[OH2:27].[OH2:28].[S:22]([OH:23])(=[O:24])(=[O:25])[OH:26].[Zn:33]>>[c:4]12[cH:5][cH:6][c:7]3[c:8]([n:9][c:10](-[c:12]4[cH:13][cH:14][cH:15][cH:16][cH:17]4)[s:11]3)[c:18]1[CH2:19][C:20](=[O:23])[NH:21]2. The reactants are N1(CCNCC1)C(=O)OC(C)(C)C (tert-butyl piperazine-1-carboxylate), N1(N=NC2=C1C=CC=C2)O (1H-benzo[d][1,2,3]triazole-1-ol), C(#N)C1=C(C2=C(N=C1C1=C(C=C(C=C1)O)F)NN=C2C)C(=O)O (5-cyano-6-(2-fluoro-4-hydroxyphenyl)-3-methyl-1H-pyrazolo[3,4-b]pyridine-4-carboxylic acid), CCN=C=NCCCN(C)C (EDCI). The reagents and catalysts are CN(C1=CC=NC=C1)C (N,N-dimethylpyridine-4-amine). Run in CN(C=O)C (dimethylformamide). Reaction conditions: time 20 hour. Yields the product C(#N)C1=C(C2=C(N=C1C1=C(C=C(C=C1)O)F)NN=C2C)C(=O)N2CCN(CC2)C(=O)OC(C)(C)C (tert-butyl 4-(5-cyano-6-(2-fluoro-4-hydroxyphenyl)-3-methyl-1H-pyrazolo[3,4-b]pyridine-4-carbonyl)piperazine-1-carboxylate). The yield is 57.7%. Reaction SMILES: [C:1]([C:3]1[C:8]([C:9]2[CH:14]=[CH:13][C:12]([OH:15])=[CH:11][C:10]=2[F:16])=[N:7][C:6]2[NH:17][N:18]=[C:19]([CH3:20])[C:5]=2[C:4]=1[C:21](O)=[O:22])#[N:2].[N:24]1([C:30]([O:32][C:33]([CH3:36])([CH3:35])[CH3:34])=[O:31])[CH2:29][CH2:28][NH:27][CH2:26][CH2:25]1.CCN=C=NCCCN(C)C.N1(O)C2C=CC=CC=2N=N1>CN(C)C=O.CN(C)C1C=CN=CC=1>[C:1]([C:3]1[C:8]([C:9]2[CH:14]=[CH:13][C:12]([OH:15])=[CH:11][C:10]=2[F:16])=[N:7][C:6]2[NH:17][N:18]=[C:19]([CH3:20])[C:5]=2[C:4]=1[C:21]([N:27]1[CH2:26][CH2:25][N:24]([C:30]([O:32][C:33]([CH3:36])([CH3:35])[CH3:34])=[O:31])[CH2:29][CH2:28]1)=[O:22])#[N:2]. Procedure details: To 200 mg (0.57 mmol) of 5-cyano-6-(2-fluoro-4-hydroxyphenyl)-3-methyl-1H-pyrazolo[3,4-b]pyridine-4-carboxylic acid diluted in 4 ml of anhydrous dimethylformamide are added at 0° C. 121 mg (0.57 mmol) of tert-butyl piperazine-1-carboxylate, 76 mg (0.62 mmol) of N,N-dimethylpyridine-4-amine (DMAP), 110 mg (0.62 mmol) of N,N-dimethyl-N-[(methylimino)methylene]propane-1,3-diamine hydrochloride (EDCI) and 84 mg (0.62 mmol) of 1H-benzo[d][1,2,3]triazole-1-ol (HOBT). The reaction mixture is stirred 20... Reagents/catalysts: [Ni] (Raney nickel). Procedure: A solution of 50.0 g (0.23 mol) 2-Bromo-4-nitro-toluene in 500 ml methanol was placed in a Parr hydrogenation bottle. To the solution was added 5.0 g Raney nickel. This mixture was hydrogenated at 30 psi H2 on the Parr hydrogenator for three hours with agitation. The Parr bottle was vented, the reaction mixture was filtered through diatomaceous earth (celite), and the filtrate was evaporated to yield 41.0 g (95%) of a yellow oil. IR (neat) 3329, 3144, 2604, 1609, 1288, 1030, 812 cm-1 ; 1H NMR (D... The solvent is CO (methanol). RXN SMILES: [Br:1][C:2]1[CH:7]=[C:6]([N+:8]([O-])=O)[CH:5]=[CH:4][C:3]=1[CH3:11]>CO.[Ni]>[Br:1][C:2]1[CH:7]=[C:6]([CH:5]=[CH:4][C:3]=1[CH3:11])[NH2:8]. Yields the product BrC=1C=C(N)C=CC1C (3-Bromo-4-methyl-aniline). The reactants are BrC1=C(C=CC(=C1)[N+](=O)[O-])C (2-Bromo-4-nitro-toluene). Conditions: time 3 hour. Isolated yield 95.8%. The reactants are CN(C(=N)N(C)C)C (1,1,3,3-Tetramethylguanidine), COC(C(NC(C1=C(C=C(C=C1C)N1N=NN=C1NCC1=C2C=CNC2=CC=C1)C)=O)P(=O)(OC)OC)=O (rac.-N-[2,6-dimethyl-4-[5-[(1H-indol-4-yl)methylamino]tetrazol-1-yl]benzoyl]-2-(dimethoxyphosphinyl)glycine methyl ester), CC=1SCC(N1)(C=O)C (2,4-di-methylthiazole-4-carboxaldehyde). Solvent: O1CCCC1 (tetrahydrofuran). Run at temperature -40 celsius, time 5 minute. Yields the product COC(C=CC1=C(N=C(S1)C)C)=O (3-(2,4-dimethylthiazol-5-yl)propenoic acid methyl ester). RXN SMILES: [CH3:1]N(C)C(N(C)C)=N.[CH3:9][O:10][C:11](=[O:46])[CH:12](P(OC)(OC)=O)NC(=O)C1C(C)=CC(N2C(NCC3C=CC=C4C=3C=CN4)=NN=N2)=CC=1C.[CH3:47][C:48]1[S:49][CH2:50][C:51]([CH3:55])(C=O)[N:52]=1>O1CCCC1>[CH3:9][O:10][C:11](=[O:46])[CH:12]=[CH:1][C:50]1[S:49][C:48]([CH3:47])=[N:52][C:51]=1[CH3:55]. Procedure details: 1,1,3,3-Tetramethylguanidine (53 μL, 0.42 mmol) is added to a solution of rac.-N-[2,6-dimethyl-4-[5-[(1H-indol-4-yl)methylamino]tetrazol-1-yl]benzoyl]-2-(dimethoxyphosphinyl)glycine methyl ester (Example 330; 108.3 mg, 0.2 mmol) in tetrahydrofuran (2 mL) at −40° C. The solution is stirred at −40° C. for 5 min and then 2,4-di-methylthiazole-4-carboxaldehyde (Example 43; 56.4 mg, 0.4 mmol) is added. The solution is stirred at −40° C. for 1 h and then allowed to stir at room temperature for 4 h. Th...